From a dataset of the Open Reaction Database (ORD), a public repository of structured organic reaction records. describe an organic reaction: reactants, conditions, products, and yield Reactants: COC(=O)CCCCCCN, CCN=C=NCCCN(C)C, CN(C)C=O, O, On1nnc2ccccc21, O=C(O)C(=Cc1ccccc1)c1ccccc1. The product is COC(=O)CCCCCCNC(=O)C(=Cc1ccccc1)c1ccccc1. Reaction SMILES: [CH3:18][O:19][C:20]([CH2:21][CH2:22][CH2:23][CH2:24][CH2:25][CH2:26][NH2:27])=[O:28].[CH3:29][CH2:30][N:31]=[C:32]=[N:33][CH2:34][CH2:35][CH2:36][N:37]([CH3:38])[CH3:39].[O:50]=[CH:51][N:52]([CH3:53])[CH3:54].[OH2:55].[OH:40][n:41]1[c:42]2[c:43]([cH:44][cH:45][cH:46][cH:47]2)[n:48][n:49]1.[c:1]1([C:7]([C:8](=[O:9])[OH:10])=[CH:11][c:12]2[cH:13][cH:14][cH:15][cH:16][cH:17]2)[cH:2][cH:3][cH:4][cH:5][cH:6]1>>[c:1]1([C:7]([C:8](=[O:10])[NH:27][CH2:26][CH2:25][CH2:24][CH2:23][CH2:22][CH2:21][C:20]([O:19][CH3:18])=[O:28])=[CH:11][c:12]2[cH:13][cH:14][cH:15][cH:16][cH:17]2)[cH:2][cH:3][cH:4][cH:5][cH:6]1.